Dataset: the Open Reaction Database (ORD), a public repository of structured organic reaction records. Task: describe an organic reaction: reactants, conditions, products, and yield Product: OC1Cc2ccccc2CC1N1CCN(c2ccccc2)CC1. The reactants are CC(C)O, CC(C)OC(C)C, c1ccc2c(c1)CC1OC1C2, c1ccc(N2CCNCC2)cc1, Cc1ccccc1C. As a reaction SMILES: [CH:24]([OH:25])([CH3:26])[CH3:27].[CH:28]([O:29][CH:30]([CH3:31])[CH3:32])([CH3:33])[CH3:34].[O:1]1[CH:2]2[CH2:3][c:4]3[cH:5][cH:6][cH:7][cH:8][c:9]3[CH2:10][CH:11]12.[c:12]1([N:18]2[CH2:19][CH2:20][NH:21][CH2:22][CH2:23]2)[cH:13][cH:14][cH:15][cH:16][cH:17]1.[c:35]1([CH3:36])[c:37]([CH3:38])[cH:39][cH:40][cH:41][cH:42]1>>[OH:1][CH:11]1[CH:2]([N:21]2[CH2:20][CH2:19][N:18]([c:12]3[cH:13][cH:14][cH:15][cH:16][cH:17]3)[CH2:23][CH2:22]2)[CH2:3][c:4]2[cH:5][cH:6][cH:7][cH:8][c:9]2[CH2:10]1. The reactants are [BH4-], C1CCOC1, [Na+], O, CC(C)(C)OC(=O)NC(CCON1C(=O)CCC1=O)C(=O)OCc1ccccc1. Yields the product CC(C)(C)OC(=O)NC(CCO)C(=O)OCc1ccccc1. As a reaction SMILES: [BH4-:1].[CH2:32]1[O:33][CH2:34][CH2:35][CH2:36]1.[Na+:2].[OH2:37].[c:3]1([CH2:9][O:10][C:11]([CH:12]([CH2:13][CH2:14][O:15][N:16]2[C:17](=[O:18])[CH2:19][CH2:20][C:21]2=[O:22])[NH:23][C:24](=[O:25])[O:26][C:27]([CH3:28])([CH3:29])[CH3:30])=[O:31])[cH:4][cH:5][cH:6][cH:7][cH:8]1>>[c:3]1([CH2:9][O:10][C:11]([CH:12]([CH2:13][CH2:14][OH:15])[NH:23][C:24](=[O:25])[O:26][C:27]([CH3:28])([CH3:29])[CH3:30])=[O:31])[cH:4][cH:5][cH:6][cH:7][cH:8]1. Reactants: C(C)OC(C(CC1=C(C=C(C=C1)OCC1=C(N=C(S1)C1=CC(=CC=C1)OC)C)C)OCC)=O ([rac]-2-ethoxy-3-{4-[2-(3-methoxy-phenyl)-4-methyl-thiazol-5-ylmethoxy]-2-methyl-phenyl}-propionic acid ethyl ester), [Li+].[OH-] (LiOH). Product: C(C)OC(C(=O)O)CC1=C(C=C(C=C1)OCC1=C(N=C(S1)C1=CC(=CC=C1)OC)C)C ([rac]-2-ethoxy-3-{4-[2-(3-methoxy-phenyl)-4-methyl-thiazol-5-ylmethoxy]-2-methyl-phenyl}-propionic acid). RXN SMILES: C([O:3][C:4](=[O:33])[CH:5]([O:30][CH2:31][CH3:32])[CH2:6][C:7]1[CH:12]=[CH:11][C:10]([O:13][CH2:14][C:15]2[S:19][C:18]([C:20]3[CH:25]=[CH:24][CH:23]=[C:22]([O:26][CH3:27])[CH:21]=3)=[N:17][C:16]=2[CH3:28])=[CH:9][C:8]=1[CH3:29])C.[Li+].[OH-]>>[CH2:31]([O:30][CH:5]([CH2:6][C:7]1[CH:12]=[CH:11][C:10]([O:13][CH2:14][C:15]2[S:19][C:18]([C:20]3[CH:25]=[CH:24][CH:23]=[C:22]([O:26][CH3:27])[CH:21]=3)=[N:17][C:16]=2[CH3:28])=[CH:9][C:8]=1[CH3:29])[C:4]([OH:33])=[O:3])[CH3:32] |f:1.2|. Procedure: In analogy to the procedure described in example 10 d], [rac]-2-ethoxy-3-{4-[2-(3-methoxy-phenyl)-4-methyl-thiazol-5-ylmethoxy]-2-methyl-phenyl}-propionic acid ethyl ester was treated with LiOH to obtain [rac]-2-ethoxy-3-{4-[2-(3-methoxy-phenyl)-4-methyl-thiazol-5-ylmethoxy]-2-methyl-phenyl}-propionic acid as colorless foam. Reaction SMILES: [Cl:12][CH2:13][C:14](=[O:15])[Cl:16].[Cl:23][CH2:24][Cl:25].[NH2:1][c:2]1[c:3]([OH:11])[cH:4][c:5]([C:6](=[O:7])[OH:8])[cH:9][cH:10]1.[cH:17]1[cH:18][cH:19][n:20][cH:21][cH:22]1>>[NH:1]([c:2]1[c:3]([OH:11])[cH:4][c:5]([C:6](=[O:7])[O-:8])[cH:9][cH:10]1)[C:14]([CH2:13][Cl:12])=[O:15].[cH:17]1[cH:18][cH:19][nH+:20][cH:21][cH:22]1. The product is O=C(CCl)Nc1ccc(C(=O)[O-])cc1O, c1cc[nH+]cc1. The reactants are O=C(Cl)CCl, ClCCl, Nc1ccc(C(=O)O)cc1O, c1ccncc1. Yields the product C1=CC=C(C=2C1=C1C=C3C=CC=CC3=CC1=CC2)C2=CC=C(C=O)C=C2 (4-Benz[a]anthracen-4-ylbenzaldehyde). Reaction SMILES: C1(C)C=CC=CC=1P(C1C=CC=CC=1C)C1C=CC=CC=1C.[CH:23]([C:25]1[CH:30]=[CH:29][C:28](B(O)O)=[CH:27][CH:26]=1)=[O:24].Br[C:35]1[C:40]2=[CH:41][CH:42]=[C:43]3[C:52]([CH:51]=[C:50]4[C:45]([CH:46]=[CH:47][CH:48]=[CH:49]4)=[CH:44]3)=[C:39]2[CH:38]=[CH:37][CH:36]=1.P([O-])([O-])([O-])=O.[K+].[K+].[K+]>C1(C)C=CC=CC=1.C([O-])(=O)C.[Pd+2].C([O-])(=O)C.O.O1CCOCC1>[CH:38]1[C:39]2=[C:52]3[C:43](=[CH:42][CH:41]=[C:40]2[C:35]([C:28]2[CH:29]=[CH:30][C:25]([CH:23]=[O:24])=[CH:26][CH:27]=2)=[CH:36][CH:37]=1)[CH:44]=[C:45]1[C:50]([CH:49]=[CH:48][CH:47]=[CH:46]1)=[CH:51]3 |f:3.4.5.6,8.9.10|. Run in C1(=CC=CC=C1)C (toluene), O (water), O1CCOCC1 (dioxane). Reactants: C1(=C(C=CC=C1)P(C1=C(C=CC=C1)C)C1=C(C=CC=C1)C)C (tri-o-tolylphosphine), C(=O)C1=CC=C(C=C1)B(O)O (4-formylphenylboronic acid), BrC1=CC=CC=2C1=CC=C1C=C3C=CC=CC3=CC21 (4-bromobenz[a]anthracene), P(=O)([O-])([O-])[O-].[K+].[K+].[K+] (tripotassium phosphate). Reagents/catalysts: C(C)(=O)[O-].[Pd+2].C(C)(=O)[O-] (palladium(II) acetate). Procedure details: 14 g (7.9 mmol) of tri-o-tolylphosphine and then 300 mg (1.3 mmol) of palladium(II) acetate are added to a well-stirred suspension of 50 g (333 mmol) of 4-formylphenylboronic acid, 81 g (266 mmol) of 4-bromobenz[a]anthracene and 118 g (558 mmol) of tripotassium phosphate in a mixture of 500 ml of toluene, 500 ml of dioxane and 400 ml of water, and the mixture is subsequently heated under reflux for 16 h. After cooling, the precipitated solid is filtered off with suction, washed three times with ... Reactants: C(C)(C)(C)OC(=O)N1CCC(=CC1)C=1N=NN(C1)C1=CC=CC=C1 (1-tert-butoxycarbonyl-4-(1-phenyl-1,2,3-triazol-4-yl)-1,2,3,6-tetrahydropyridine), FC(C(=O)O)(F)F (trifluoroacetic acid). Run in ClCCl (dichloromethane). Reaction conditions: time 35 minute. Product: C1(=CC=CC=C1)N1N=NC(=C1)C=1CCNCC1 (4-(1-Phenyl-1,2,3-triazol-4-yl)-1,2,3,6-tetrahydropyridine), solid. Isolated yield 86.0%. Reaction SMILES: C(OC([N:8]1[CH2:13][CH:12]=[C:11]([C:14]2[N:15]=[N:16][N:17]([C:19]3[CH:24]=[CH:23][CH:22]=[CH:21][CH:20]=3)[CH:18]=2)[CH2:10][CH2:9]1)=O)(C)(C)C.FC(F)(F)C(O)=O>ClCCl>[C:19]1([N:17]2[CH:18]=[C:14]([C:11]3[CH2:12][CH2:13][NH:8][CH2:9][CH:10]=3)[N:15]=[N:16]2)[CH:20]=[CH:21][CH:22]=[CH:23][CH:24]=1. Procedure: To a solution of 1-tert-butoxycarbonyl-4-(1-phenyl-1,2,3-triazol-4-yl)-1,2,3,6-tetrahydropyridine (816 mg, 2.5 mmol) in dichloromethane (10 ml) was added trifluoroacetic acid (10 ml) and the reaction stirred at room temperature for 35 minutes. The solvent was evaporated in vacuo and the residue basfied by addition of aqueous sodium hydroxide (1M, 30 ml). Water (30 ml) was added and the mixture extracted with dichloromethane (3×30 ml). The combined organic layers were washed with saturated brine ... Starting materials: NN=C(c1ccccc1)c1ccccc1, O=C([O-])[O-], O=C(c1sccc1Br)c1nc2ccccc2n1COCc1ccccc1, Cc1ccccc1, CCOC(C)=O, [Cs+], [Cs+], CC(=O)[O-], CC(=O)[O-], [Pd+2]. The product is O=C(c1sccc1NN=C(c1ccccc1)c1ccccc1)c1nc2ccccc2n1COCc1ccccc1. As a reaction SMILES: [C:27]([c:28]1[cH:29][cH:30][cH:31][cH:32][cH:33]1)([c:34]1[cH:35][cH:36][cH:37][cH:38][cH:39]1)=[N:40][NH2:41].[C:42](=[O:43])([O-:44])[O-:45].[CH2:1]([c:2]1[cH:3][cH:4][cH:5][cH:6][cH:7]1)[O:8][CH2:9][n:10]1[c:11]([C:19](=[O:20])[c:21]2[s:22][cH:23][cH:24][c:25]2[Br:26])[n:12][c:13]2[c:14]1[cH:15][cH:16][cH:17][cH:18]2.[CH3:48][c:49]1[cH:50][cH:51][cH:52][cH:53][cH:54]1.[CH3:55][CH2:56][O:57][C:58](=[O:59])[CH3:60].[Cs+:46].[Cs+:47].[O-:62][C:63]([CH3:64])=[O:65].[O-:66][C:67]([CH3:68])=[O:69].[Pd+2:61]>>[CH2:1]([c:2]1[cH:3][cH:4][cH:5][cH:6][cH:7]1)[O:8][CH2:9][n:10]1[c:11]([C:19](=[O:20])[c:21]2[s:22][cH:23][cH:24][c:25]2[NH:41][N:40]=[C:27]([c:28]2[cH:29][cH:30][cH:31][cH:32][cH:33]2)[c:34]2[cH:35][cH:36][cH:37][cH:38][cH:39]2)[n:12][c:13]2[c:14]1[cH:15][cH:16][cH:17][cH:18]2.